This data is from the Open Reaction Database (ORD), a public repository of structured organic reaction records. The task is: describe an organic reaction: reactants, conditions, products, and yield The reactants are C(C1=CC=CC=C1)N1CC(CC1)OC(C1=CC=CC=C1)=O (N-benzyl-3-benzoyloxypyrrolidine), ClC(=O)OC(C)Cl (α-chloroethyl chloroformate). Solvent: ClCCl (dichloromethane), CO (MeOH). Reaction conditions: time 1 hour. The product is C(C1=CC=CC=C1)(=O)O[C@@H]1CNCC1 ((S)-(−)-3-benzoyloxypyrrolidine). As a reaction SMILES: C([N:8]1[CH2:12][CH2:11][CH:10]([O:13][C:14](=[O:21])[C:15]2[CH:20]=[CH:19][CH:18]=[CH:17][CH:16]=2)[CH2:9]1)C1C=CC=CC=1.ClC(OC(Cl)C)=O>ClCCl.CO>[C:14]([O:13][C@H:10]1[CH2:11][CH2:12][NH:8][CH2:9]1)(=[O:21])[C:15]1[CH:16]=[CH:17][CH:18]=[CH:19][CH:20]=1. Procedure: To a crude mixture of N-benzyl-3-benzoyloxypyrrolidine (114 mg, 0.41 mmol) in dichloromethane (1 mL) is added α-chloroethyl chloroformate (57 μL, 0.49 mmol) at 0° C., and the mixture is stirred for 1 hour while warming to room temperature. After removing dichloromethane, resulting mixture is diluted with MeOH. The reaction mixture is heated to 80° C. for 0.5 hour. After cooling to room temperature, solvent is evaporated under reduced pressure to obtain (S)-(−)-3-benzoyloxypyrrolidine which is us... Reactants: C(C)OC(=O)N(CC1=CC=C(C=C1)F)C[C@@H]1CCC[C@@H](O1)CI (cis-6-[N-ethoxycarbonyl-N-(p-fluorobenzyl)aminomethyl]-2-iodomethyltetrahydropyrane), C1(C=2C(C(N1)=O)=CC=CC2)=O.[K] (potassium phthalimide), C(C)(=O)OCC (ethyl acetate). Solvent: CN(C=O)C (dimethylformamide). Run at temperature 100 celsius, time 10 hour. Yields the product C(C)OC(=O)N(CC1=CC=C(C=C1)F)C[C@@H]1CCC[C@@H](O1)CN1C(C=2C(C1=O)=CC=CC2)=O (cis-6-[N-ethoxycarbonyl-N-(p-fluorobenzyl)aminomethyl]-2-phthalimidomethyltetrahydropyrane). The yield is 202.3%. As a reaction SMILES: [CH2:1]([O:3][C:4]([N:6]([CH2:15][C@H:16]1[O:21][C@@H:20]([CH2:22]I)[CH2:19][CH2:18][CH2:17]1)[CH2:7][C:8]1[CH:13]=[CH:12][C:11]([F:14])=[CH:10][CH:9]=1)=[O:5])[CH3:2].[C:24]1(=[O:34])[NH:28][C:27](=[O:29])[C:26]2=[CH:30][CH:31]=[CH:32][CH:33]=[C:25]12.[K].C(OCC)(=O)C>CN(C)C=O>[CH2:1]([O:3][C:4]([N:6]([CH2:15][C@H:16]1[O:21][C@@H:20]([CH2:22][N:28]2[C:27](=[O:29])[C:26]3=[CH:30][CH:31]=[CH:32][CH:33]=[C:25]3[C:24]2=[O:34])[CH2:19][CH2:18][CH2:17]1)[CH2:7][C:8]1[CH:13]=[CH:12][C:11]([F:14])=[CH:10][CH:9]=1)=[O:5])[CH3:2] |f:1.2,^1:34|. Procedure details: To a solution of cis-6-[N-ethoxycarbonyl-N-(p-fluorobenzyl)aminomethyl]-2-iodomethyltetrahydropyrane (2.71 g, 5.10 mmol) in dimethylformamide (30 ml) was added potassium phthalimide (1.04 g, 5.61 mmol) and the mixture was stirred at 100° C. for 10 hours. To the reaction mixture was added ethyl acetate (200 ml), washed successively with purified water (50 ml) and saturated aqueous sodium chloride (50 ml), dried over anhydrous magnesium sulfate and the solvent was distilled off under reduced press...